describe an organic reaction: reactants, conditions, products, and yield From a dataset of the Open Reaction Database (ORD), a public repository of structured organic reaction records. The reactants are O=C(n1ccnc1)n1ccnc1, ClCCl, CCC(=O)NC1CC(n2cnc3c(NCC(c4ccccc4)c4ccccc4)nc(N4CCC(N)C4)nc32)C2OC(C)(C)OC12. Product: CCC(=O)NC1CC(n2cnc3c(NCC(c4ccccc4)c4ccccc4)nc(N4CCC(NC(=O)n5ccnc5)C4)nc32)C2OC(C)(C)OC12. RXN SMILES: [C:46](=[O:47])([n:48]1[cH:49][n:50][cH:51][cH:52]1)[n:53]1[cH:54][cH:55][n:56][cH:57]1.[Cl:58][CH2:59][Cl:60].[NH2:1][CH:2]1[CH2:3][N:4]([c:7]2[n:8][c:9]([NH:31][CH2:32][CH:33]([c:34]3[cH:35][cH:36][cH:37][cH:38][cH:39]3)[c:40]3[cH:41][cH:42][cH:43][cH:44][cH:45]3)[c:10]3[n:11][cH:12][n:13]([CH:16]4[CH2:17][CH:18]([NH:26][C:27]([CH2:28][CH3:29])=[O:30])[CH:19]5[CH:20]4[O:21][C:22]([CH3:24])([CH3:25])[O:23]5)[c:14]3[n:15]2)[CH2:5][CH2:6]1>>[NH:1]([CH:2]1[CH2:3][N:4]([c:7]2[n:8][c:9]([NH:31][CH2:32][CH:33]([c:34]3[cH:35][cH:36][cH:37][cH:38][cH:39]3)[c:40]3[cH:41][cH:42][cH:43][cH:44][cH:45]3)[c:10]3[n:11][cH:12][n:13]([CH:16]4[CH2:17][CH:18]([NH:26][C:27]([CH2:28][CH3:29])=[O:30])[CH:19]5[CH:20]4[O:21][C:22]([CH3:24])([CH3:25])[O:23]5)[c:14]3[n:15]2)[CH2:5][CH2:6]1)[C:46](=[O:47])[n:48]1[cH:49][n:50][cH:51][cH:52]1.